From a dataset of the Open Reaction Database (ORD), a public repository of structured organic reaction records. describe an organic reaction: reactants, conditions, products, and yield Starting materials: C(C)(=O)NCC1=CC=C(C=C1)C=1C=C2C(=CNC2=C(C1)C(=O)N)C1CCN(CC1)S(=O)(=O)CC (5-{4-[(acetylamino)methyl]phenyl}-3-[1-(ethylsulfonyl)-4-piperidinyl]-1H-indole-7-carboxamide), C(C)(=O)Cl (acetyl chloride). Product: C1(CC1)C(=O)NCC1=CC=C(C=C1)C=1C=C2C(=CNC2=C(C1)C(=O)N)C1CCN(CC1)S(=O)(=O)CC (5-(4-{[(cyclopropylcarbonyl)amino]methyl}phenyl)-3-[1-(ethylsulfonyl)-4-piperidinyl]-1H-indole-7-carboxamide). Isolated yield 28.0%. Reaction SMILES: [C:1]([NH:4][CH2:5][C:6]1[CH:11]=[CH:10][C:9]([C:12]2[CH:13]=[C:14]3[C:18](=[C:19]([C:21]([NH2:23])=[O:22])[CH:20]=2)[NH:17][CH:16]=[C:15]3[CH:24]2[CH2:29][CH2:28][N:27]([S:30]([CH2:33][CH3:34])(=[O:32])=[O:31])[CH2:26][CH2:25]2)=[CH:8][CH:7]=1)(=[O:3])[CH3:2].[C:35](Cl)(=O)[CH3:36]>>[CH:2]1([C:1]([NH:4][CH2:5][C:6]2[CH:7]=[CH:8][C:9]([C:12]3[CH:13]=[C:14]4[C:18](=[C:19]([C:21]([NH2:23])=[O:22])[CH:20]=3)[NH:17][CH:16]=[C:15]4[CH:24]3[CH2:25][CH2:26][N:27]([S:30]([CH2:33][CH3:34])(=[O:31])=[O:32])[CH2:28][CH2:29]3)=[CH:10][CH:11]=2)=[O:3])[CH2:36][CH2:35]1. Procedure: The title compound was prepared according to the general procedure of 5-{4-[(acetylamino)methyl]phenyl}-3-[1-(ethylsulfonyl)-4-piperidinyl]-1H-indole-7-carboxamide substituting cyclopropanecarbonyl chloride (14 μL, 1.37 mmol) for acetyl chloride. Compound was purified by Gilson Preparatory HPLC to afford 19.1 mg of the title compound (28%). Reactants: CN1C2=C(C3=CC(=CC=C13)[N+](=O)[O-])C=C(S2)C(=O)O (8-Methyl-5-nitrothieno[2,3-b]indole-2-carboxylic acid), O=S(Cl)Cl (SOCl2), N1CCOCC1 (morpholine). Run in C1CCOC1 (THF). Run at time 1 hour. Product: CN1C2=C(C3=CC(=CC=C13)[N+](=O)[O-])C=C(S2)C(=O)N2CCOCC2 (8-Methyl-2-morpholinocarbonyl-5-nitrothieno[2,3-b]indole). RXN SMILES: [CH3:1][N:2]1[C:10]2[C:5](=[CH:6][C:7]([N+:11]([O-:13])=[O:12])=[CH:8][CH:9]=2)[C:4]2[CH:14]=[C:15]([C:17]([OH:19])=O)[S:16][C:3]1=2.O=S(Cl)Cl.[NH:24]1[CH2:29][CH2:28][O:27][CH2:26][CH2:25]1>C1COCC1>[CH3:1][N:2]1[C:10]2[C:5](=[CH:6][C:7]([N+:11]([O-:13])=[O:12])=[CH:8][CH:9]=2)[C:4]2[CH:14]=[C:15]([C:17]([N:24]3[CH2:29][CH2:28][O:27][CH2:26][CH2:25]3)=[O:19])[S:16][C:3]1=2. Reported procedure: 280 mg of (68) was added to 25 ml of THF, 0.5 ml of SOCl2 was added, and the reaction left with stirring for 1 hour. 1 ml of morpholine was added in portions, and stirring continued. The precipitated morpholine hydrochloride was filtered off, and the solvent evaporated. The residue was purified by column chromatography on silica gel, using MeOH in CH2Cl2, 1+9 as the eluent. MeOH was added to the pooled fractions to precipitate the product, giving after filtration and drying 50 mg of (69). M.p. 2...